Dataset: the Open Reaction Database (ORD), a public repository of structured organic reaction records. Task: describe an organic reaction: reactants, conditions, products, and yield Product: COC(=O)c1ccnc(Cc2cccc(F)c2)c1. As a reaction SMILES: [CH2:22]1[O:23][CH2:24][CH2:25][CH2:26]1.[Cl-:12].[Cl:1][c:2]1[cH:3][c:4]([C:5](=[O:6])[O:7][CH3:8])[cH:9][cH:10][n:11]1.[F:13][c:14]1[cH:15][c:16]([CH2:17][Zn+:18])[cH:19][cH:20][cH:21]1.[cH:27]1[cH:28][cH:29][c:30]([P:31]([Pd:32]([P:33]([c:34]2[cH:35][cH:36][cH:37][cH:38][cH:39]2)([c:40]2[cH:41][cH:42][cH:43][cH:44][cH:45]2)[c:46]2[cH:47][cH:48][cH:49][cH:50][cH:51]2)([P:52]([c:53]2[cH:54][cH:55][cH:56][cH:57][cH:58]2)([c:59]2[cH:60][cH:61][cH:62][cH:63][cH:64]2)[c:65]2[cH:66][cH:67][cH:68][cH:69][cH:70]2)[P:71]([c:72]2[cH:73][cH:74][cH:75][cH:76][cH:77]2)([c:78]2[cH:79][cH:80][cH:81][cH:82][cH:83]2)[c:84]2[cH:85][cH:86][cH:87][cH:88][cH:89]2)([c:90]2[cH:91][cH:92][cH:93][cH:94][cH:95]2)[c:96]2[cH:97][cH:98][cH:99][cH:100][cH:101]2)[cH:102][cH:103]1>>[c:2]1([CH2:17][c:16]2[cH:15][c:14]([F:13])[cH:21][cH:20][cH:19]2)[cH:3][c:4]([C:5](=[O:6])[O:7][CH3:8])[cH:9][cH:10][n:11]1. Reactants: C1CCOC1, [Cl-], COC(=O)c1ccnc(Cl)c1, Fc1cccc(C[Zn+])c1, c1ccc(P(c2ccccc2)(c2ccccc2)[Pd](P(c2ccccc2)(c2ccccc2)c2ccccc2)(P(c2ccccc2)(c2ccccc2)c2ccccc2)P(c2ccccc2)(c2ccccc2)c2ccccc2)cc1. Starting materials: BrB(Br)Br, Cc1cc(C)nc(NC(=O)NS(=O)(=O)c2ccccc2S(=O)(=O)N(C)OCc2ccccc2)n1. The product is CNS(=O)(=O)c1ccccc1S(=O)(=O)NC(=O)Nc1nc(C)cc(C)n1. As a reaction SMILES: [B:35]([Br:36])([Br:37])[Br:38].[CH3:1][c:2]1[n:3][c:4]([NH:9][C:10](=[O:11])[NH:12][S:13](=[O:14])(=[O:15])[c:16]2[c:17]([S:22](=[O:23])(=[O:24])[N:25]([O:26][CH2:27][c:28]3[cH:29][cH:30][cH:31][cH:32][cH:33]3)[CH3:34])[cH:18][cH:19][cH:20][cH:21]2)[n:5][c:6]([CH3:8])[cH:7]1>>[CH3:1][c:2]1[n:3][c:4]([NH:9][C:10](=[O:11])[NH:12][S:13](=[O:14])(=[O:15])[c:16]2[c:17]([S:22](=[O:23])(=[O:24])[NH:25][CH3:34])[cH:18][cH:19][cH:20][cH:21]2)[n:5][c:6]([CH3:8])[cH:7]1. The reactants are 19, C(C=C)(=O)NC=1C=C(C=CC1)B(O)O ((3-acrylamidophenyl)boronic acid), C([O-])([O-])=O.[Na+].[Na+] (sodium carbonate), CC1=NNC2=NC=C(C=C21)C=2C=C(C=CC2)NC(C=C)=O (N-(3-(3-methyl-1H-pyrazolo[3,4-b]pyridin-5-yl)phenyl)acrylamide). The solvent is C(C)O (ethanol), C(Cl)Cl (DCM), C(Cl)Cl (DCM). Reaction conditions: temperature 90 celsius, time 2 hour. The product is CC1=CNC2=NC=C(C=C21)C=2C=C(C=CC2)NC(C=C)=O (N-(3-(3-methyl-1H-pyrrolo[2,3-b]pyridin-5-yl)phenyl)acrylamide). Reaction SMILES: [C:1](NC1C=C(B(O)O)C=CC=1)(=O)C=C.C(=O)([O-])[O-].[Na+].[Na+].[CH3:21][C:22]1[C:30]2[C:25](=[N:26][CH:27]=[C:28]([C:31]3[CH:32]=[C:33]([NH:37][C:38](=[O:41])[CH:39]=[CH2:40])[CH:34]=[CH:35][CH:36]=3)[CH:29]=2)[NH:24]N=1>C(O)C.C(Cl)Cl>[CH3:21][C:22]1[C:30]2[C:25](=[N:26][CH:27]=[C:28]([C:31]3[CH:32]=[C:33]([NH:37][C:38](=[O:41])[CH:39]=[CH2:40])[CH:34]=[CH:35][CH:36]=3)[CH:29]=2)[NH:24][CH:1]=1 |f:1.2.3|. Procedure details: A solution of 19 (50 mg, 0.2369 mmol) and 2 (50 mg, 0.2369 mmol) in ethanol and toluene (1:4 mL) was added sodium carbonate (49.74 mg, 0.4738 mmol). The reaction was degassed and purged with nitrogen for 15 min. Pd(dppf)Cl2.DCM (9.06 mg, 0.0114 mmol), and again degassed for 15 min. The reaction mixture was stirred for 2 h at 90° C. and the reaction mixture allowed to cool to rt and diluted with DCM (25 mL). The organic layer was filtered through Celite and concentrated to get the crude. The resu...